Dataset: the Open Reaction Database (ORD), a public repository of structured organic reaction records. Task: describe an organic reaction: reactants, conditions, products, and yield As a reaction SMILES: [OH:1][C:2]([CH2:14][C:15]1[C:23]2[C:18](=[CH:19][CH:20]=[CH:21][CH:22]=2)[NH:17][CH:16]=1)([C:11]([OH:13])=[O:12])[CH2:3][C:4](=[N:8]OC)[C:5]([OH:7])=[O:6].[H][H]>N.[C].[Rh]>[OH:1][C@@:2]([CH2:14][C:15]1[C:23]2[C:18](=[CH:19][CH:20]=[CH:21][CH:22]=2)[NH:17][CH:16]=1)([C:11]([OH:13])=[O:12])[CH2:3][C@@H:4]([NH2:8])[C:5]([OH:7])=[O:6].[OH:1][C@:2]([CH2:14][C:15]1[C:23]2[C:18](=[CH:19][CH:20]=[CH:21][CH:22]=2)[NH:17][CH:16]=1)([C:11]([OH:13])=[O:12])[CH2:3][C@@H:4]([NH2:8])[C:5]([OH:7])=[O:6] |f:3.4|. Reagents/catalysts: [C].[Rh] (rhodium carbon). The solvent is N (ammonia). Starting materials: OC(CC(C(=O)O)=NOC)(C(=O)O)CC1=CNC2=CC=CC=C12 (4-hydroxy-4-(3-indolylmethyl)-2-methoxyiminoglutaric acid), 2S, 4S, [H][H] (hydrogen). The product is O[C@](C[C@H](C(=O)O)N)(C(=O)O)CC1=CNC2=CC=CC=C12 ((2R, 4R)-4-hydroxy-4-(3-indolylmethyl) -2-aminoglutaric acid), 4R, O[C@@](C[C@H](C(=O)O)N)(C(=O)O)CC1=CNC2=CC=CC=C12 ((2R, 4S)-4-hydroxy-4-(3-indolylmethyl)-2-aminoglutaric acid). Procedure: 0.264 g (0.824 mmol) of 4-hydroxy-4-(3-indolylmethyl)-2-methoxyiminoglutaric acid was dissolved in 10 ml of aqueous 28% ammonia. 0.18 g of 5% rhodium carbon (dry product) was added and the mixture stirred at a hydrogen pressure of 7.5 atmospheres for 18 hours. The catalyst was filtered off and the solvent was distilled off under reduced pressure, to obtain the residue. The resulting residue was analyzed by NMR, and a mixture of 0.115 g (0.395 mmol; yield, 48%) of (2S, 4S)/(2R, 4R)-4-hydroxy-4-(3... Procedure: In the same manner as in Example 1 (4), a crude product was obtained using the compound (1.00 g) obtained in Example 153 (3) and N-ethylaniline (379 μL). This was purified by silica gel column chromatography to give the title compound (687 mg) as a white powder. Yields the product C(#N)CCC(C(=O)N(C1=CC=CC=C1)CC)C(=O)NS(=O)(=O)C1=CC2=CC=CC=C2C=C1 (2-(2-cyanoethyl)-N-ethyl-N′-(2-naphthylsulfonyl)-N-phenylmalonamide). Reactants: Example 1 ( 4 ), C(C)NC1=CC=CC=C1 (N-ethylaniline), crude product, C(#N)CCC(C(=O)N(CC)CC)C(=O)NS(=O)(=O)C1=CC2=CC=CC=C2C=C1 (2-(2-cyanoethyl)-N,N-diethyl-N′-(2-naphthylsulfonyl)malonamide). As a reaction SMILES: [C:1]([CH2:3][CH2:4][CH:5]([C:13]([NH:15][S:16]([C:19]1[CH:28]=[CH:27][C:26]2[C:21](=[CH:22][CH:23]=[CH:24][CH:25]=2)[CH:20]=1)(=[O:18])=[O:17])=[O:14])[C:6]([N:8]([CH2:11][CH3:12])[CH2:9][CH3:10])=[O:7])#[N:2].C(N[C:32]1[CH:37]=CC=[CH:34][CH:33]=1)C>>[C:1]([CH2:3][CH2:4][CH:5]([C:13]([NH:15][S:16]([C:19]1[CH:28]=[CH:27][C:26]2[C:21](=[CH:22][CH:23]=[CH:24][CH:25]=2)[CH:20]=1)(=[O:17])=[O:18])=[O:14])[C:6]([N:8]([CH2:9][CH3:10])[C:11]1[CH:34]=[CH:33][CH:32]=[CH:37][CH:12]=1)=[O:7])#[N:2]. Reactants: C1(=CC=CC=C1)C1=NC(=CC(=N1)NC1=CC=C(C=C1)SC)C1=CC=CC=C1 ((2,6-Diphenyl-pyrimidin-4-yl)-(4-methylsulfanyl-phenyl)-amine), OOS(=O)[O-].[K+] (oxone), CC(=O)C.O (acetone water). Product: C1(=CC=CC=C1)C1=NC(=CC(=N1)NC1=CC=C(C=C1)S(=O)(=O)C)C1=CC=CC=C1 ((2,6-diphenyl-pyrimidin-4-yl)-(4-methanesulfonyl-phenyl)-amine). As a reaction SMILES: [C:1]1([C:7]2[N:12]=[C:11]([NH:13][C:14]3[CH:19]=[CH:18][C:17](SC)=[CH:16][CH:15]=3)[CH:10]=[C:9]([C:22]3[CH:27]=[CH:26][CH:25]=[CH:24][CH:23]=3)[N:8]=2)[CH:6]=[CH:5][CH:4]=[CH:3][CH:2]=1.O[O:29][S:30]([O-:32])=O.[K+].[CH3:34]C(C)=O.O>>[C:1]1([C:7]2[N:12]=[C:11]([NH:13][C:14]3[CH:19]=[CH:18][C:17]([S:30]([CH3:34])(=[O:32])=[O:29])=[CH:16][CH:15]=3)[CH:10]=[C:9]([C:22]3[CH:23]=[CH:24][CH:25]=[CH:26][CH:27]=3)[N:8]=2)[CH:6]=[CH:5][CH:4]=[CH:3][CH:2]=1 |f:1.2,3.4|. Procedure details: (2,6-Diphenyl-pyrimidin-4-yl)-(4-methylsulfanyl-phenyl)-amine (0.17 g, 0.46 mmol) was oxidized with oxone (0.84 g, 1.3 mmol) in acetone-water (2:1, 9 mL) at room temperature for 5 minutes. Solid was filtered and dried. Reactants: C(C)OC(C)(OCC)P(OCC)=O (ethyl 1,1-diethoxyethylphosphinate), C[Mg]Cl (methylmagnesium chloride), C([O-])([O-])=O.[K+].[K+] (potassium carbonate). The solvent is O (water). The product is CP(C(C)(OCC)OCC)=O (methyl (1,1-diethoxyethyl)phosphine oxide). RXN SMILES: [CH2:1]([O:3][C:4]([PH:9](=[O:13])OCC)([O:6][CH2:7][CH3:8])[CH3:5])[CH3:2].[CH3:14][Mg]Cl.C(=O)([O-])[O-].[K+].[K+]>O>[CH3:14][PH:9](=[O:13])[C:4]([O:6][CH2:7][CH3:8])([O:3][CH2:1][CH3:2])[CH3:5] |f:2.3.4|. Procedure details: By a procedure analogous to that of Example 1, but using ethyl 1,1-diethoxyethylphosphinate (10.5 g) and 33.5 ml of the methylmagnesium chloride solution and adding 14.1 g of potassium carbonate in 30 ml of water to precipitate inorganic salts, methyl (1,1-diethoxyethyl)phosphine oxide is obtained as a colourless oil.